From a dataset of the Open Reaction Database (ORD), a public repository of structured organic reaction records. describe an organic reaction: reactants, conditions, products, and yield The reactants are 11E, O1COC2=C1C=CC(=C2)C2(C(N(C1=CC=CC=C21)CCCCC)=O)CC(=O)OC (methyl [3-(1,3-benzodioxol-5-yl)-2-oxo-1-pentyl-2,3-dihydro-1H-indol-3-yl]acetate), O1COC2=C1C=CC(=C2)C2(C(N(C1=CC=CC=C21)CCCCC)=O)CCC(=O)OC (methyl 3-[3-(1,3-benzodioxol-5-yl)-2-oxo-1-pentyl-2,3-dihydro-1H-indol-3-yl]propanoate). Yields the product O1COC2=C1C=CC(=C2)C2(C(N(C1=CC=CC=C21)CCCCC)=O)CCC(=O)O (3-[3-(1,3-benzodioxol-5-yl)-2-oxo-1-pentyl-2,3-dihydro-1H-indol-3-yl]propanoic acid). RXN SMILES: O1C2C=CC(C3(CC(OC)=O)C4C(=CC=CC=4)N(CCCCC)C3=O)=CC=2OC1.[O:30]1[C:34]2[CH:35]=[CH:36][C:37]([C:39]3([CH2:54][CH2:55][C:56]([O:58]C)=[O:57])[C:47]4[C:42](=[CH:43][CH:44]=[CH:45][CH:46]=4)[N:41]([CH2:48][CH2:49][CH2:50][CH2:51][CH3:52])[C:40]3=[O:53])=[CH:38][C:33]=2[O:32][CH2:31]1>>[O:30]1[C:34]2[CH:35]=[CH:36][C:37]([C:39]3([CH2:54][CH2:55][C:56]([OH:58])=[O:57])[C:47]4[C:42](=[CH:43][CH:44]=[CH:45][CH:46]=4)[N:41]([CH2:48][CH2:49][CH2:50][CH2:51][CH3:52])[C:40]3=[O:53])=[CH:38][C:33]=2[O:32][CH2:31]1. Procedure: Following the procedure as described in PREPARATION 11E, and making non-critical variations to replace methyl [3-(1,3-benzodioxol-5-yl)-2-oxo-1-pentyl-2,3-dihydro-1H-indol-3-yl]acetate with methyl 3-[3-(1,3-benzodioxol-5-yl)-2-oxo-1-pentyl-2,3-dihydro-1H-indol-3-yl]propanoate, the title compound was obtained (92%) as a colorless solid: MS (ES−) m/z 394.2 (M−1). The reactants are C(C1=CC=CC=C1)OC1=CC=C(C(=O)OC(C(F)(F)F)CCCCCC)C=C1 (1,1,1-trifluoro-2-octyl 4-benzyloxybenzoate). The reagents and catalysts are [Pd].[C] (Pd carbon). The solvent is C(C)O (ethanol). The product is OC1=CC=C(C(=O)OC(C(F)(F)F)CCCCCC)C=C1 (1,1,1-trifluoro-2-octyl 4-hydroxybenzoate). Isolated yield 100.8%. RXN SMILES: C([O:8][C:9]1[CH:28]=[CH:27][C:12]([C:13]([O:15][CH:16]([CH2:21][CH2:22][CH2:23][CH2:24][CH2:25][CH3:26])[C:17]([F:20])([F:19])[F:18])=[O:14])=[CH:11][CH:10]=1)C1C=CC=CC=1>C(O)C.[Pd].[C]>[OH:8][C:9]1[CH:10]=[CH:11][C:12]([C:13]([O:15][CH:16]([CH2:21][CH2:22][CH2:23][CH2:24][CH2:25][CH3:26])[C:17]([F:18])([F:19])[F:20])=[O:14])=[CH:27][CH:28]=1 |f:2.3|. Procedure: In 15 ml of ethanol, 1.8 g of 1,1,1-trifluoro-2-octyl 4-benzyloxybenzoate prepared in the reaction step [3] mentioned above was dissolved and 0.3 g of Pd-carbon was further added. The mixture was stirred at an ambient temperature for a whole day and night under a hydrogen gas atmosphere. After the Pd-carbon was filtered off, the solvent was distilled off at a reduced pressure to obtain 1.4 g of the objective compound.